This data is from the Open Reaction Database (ORD), a public repository of structured organic reaction records. The task is: describe an organic reaction: reactants, conditions, products, and yield RXN SMILES: [Cl:14][c:15]1[cH:16][c:17]([N+:22](=[O:23])[O-:24])[c:18]([NH2:21])[cH:19][cH:20]1.[H-:13].[Na+:12].[O:25]=[CH:26][N:27]([CH3:28])[CH3:29].[OH:1][c:2]1[cH:3][c:4]([C:5](=[O:6])[NH:7][CH3:8])[cH:9][cH:10][cH:11]1>>[O:1]([c:2]1[cH:3][c:4]([C:5](=[O:6])[NH:7][CH3:8])[cH:9][cH:10][cH:11]1)[c:15]1[cH:16][c:17]([N+:22](=[O:23])[O-:24])[c:18]([NH2:21])[cH:19][cH:20]1. The reactants are Nc1ccc(Cl)cc1[N+](=O)[O-], [H-], [Na+], CN(C)C=O, CNC(=O)c1cccc(O)c1. The product is CNC(=O)c1cccc(Oc2ccc(N)c([N+](=O)[O-])c2)c1. Reactants: FC1=C(CNC(CC2C(N(C3=C(CN2C(C2=CC=NC=C2)=O)C=CC=C3)CC(C)(C)C)=O)=O)C=CC=C1 (N-(2-fluorobenzyl)-2-(4-isonicotinoyl-1-neopentyl-2-oxo-2,3,4,5-tetrahydro-1H-1,4-benzodiazepin-3-yl)acetamide), Br.BrCC1=CC=NC=C1 (4-(bromomethyl)pyridine hydrobromide), C([O-])([O-])=O.[K+].[K+] (potassium carbonate), C(C)(=O)OCC (Ethyl acetate). Run in CN(C=O)C (dimethylformamide). Run at time 20 hour. The product is FC1=C(CNC(CC2C(N(C3=C(CN2CC2=CC=NC=C2)C=CC=C3)CC(C)(C)C)=O)=O)C=CC=C1 (N-(2-fluorobenzyl)-2-[1-neopentyl-2-oxo-4-(pyridin-4-ylmethyl)-2,3,4,5-tetrahydro-1H-1,4-benzodiazepin-3-yl]acetamide). Isolated yield 42.9%. RXN SMILES: [F:1][C:2]1[CH:37]=[CH:36][CH:35]=[CH:34][C:3]=1[CH2:4][NH:5][C:6](=[O:33])[CH2:7][CH:8]1[N:14]([C:15](=O)[C:16]2[CH:21]=[CH:20][N:19]=[CH:18][CH:17]=2)[CH2:13][C:12]2[CH:23]=[CH:24][CH:25]=[CH:26][C:11]=2[N:10]([CH2:27][C:28]([CH3:31])([CH3:30])[CH3:29])[C:9]1=[O:32].Br.BrCC1C=CN=CC=1.C(=O)([O-])[O-].[K+].[K+].C(OCC)(=O)C>CN(C)C=O>[F:1][C:2]1[CH:37]=[CH:36][CH:35]=[CH:34][C:3]=1[CH2:4][NH:5][C:6](=[O:33])[CH2:7][CH:8]1[N:14]([CH2:15][C:16]2[CH:21]=[CH:20][N:19]=[CH:18][CH:17]=2)[CH2:13][C:12]2[CH:23]=[CH:24][CH:25]=[CH:26][C:11]=2[N:10]([CH2:27][C:28]([CH3:31])([CH3:30])[CH3:29])[C:9]1=[O:32] |f:1.2,3.4.5|. Reported procedure: To a solution of the compound (0.36 g) obtained in Example 1B (1) in dimethylformamide (15 ml) were added 4-(bromomethyl)pyridine hydrobromide (0.92 g) and potassium carbonate (0.87 g), and the mixture was stirred at room temperature for 20 hrs. Ethyl acetate was added, and the mixture was washed with water and dried over anhydrous MgSO4. The solvent was evaporated, and the residue was purified by silica gel column chromatography and recrystallized from hexane-chloroform to give the title compou... Reactants: C1(C=2C(C(N1)=O)=CC=CC2)=O.[K] (potassium phthalimide), C(C1=CC=CC=C1)N1CCNCC1 (benzylpiperazine), C1CCOC1 (THF), ClCCCBr (1-chloro-3-bromopropane). Solvent: C(C)N(CC)CC (triethylamine), C(C)O (ethanol). The product is C(C1=CC=CC=C1)N1CCN(CC1)CCCN1C(C2=CC=CC=C2C1=O)=O (2-[3-(4-benzylpiperazin-1-yl)propyl]isoindol-1,3-dione). Yield: 102.5%. As a reaction SMILES: [CH2:1]([N:8]1[CH2:13][CH2:12][NH:11][CH2:10][CH2:9]1)[C:2]1[CH:7]=[CH:6][CH:5]=[CH:4][CH:3]=1.C1COCC1.Cl[CH2:20][CH2:21][CH2:22]Br.[C:24]1(=[O:34])[NH:28][C:27](=[O:29])[C:26]2=[CH:30][CH:31]=[CH:32][CH:33]=[C:25]12.[K]>C(O)C.C(N(CC)CC)C>[CH2:1]([N:8]1[CH2:13][CH2:12][N:11]([CH2:20][CH2:21][CH2:22][N:28]2[C:24](=[O:34])[C:25]3[C:26](=[CH:30][CH:31]=[CH:32][CH:33]=3)[C:27]2=[O:29])[CH2:10][CH2:9]1)[C:2]1[CH:3]=[CH:4][CH:5]=[CH:6][CH:7]=1 |f:3.4,^1:34|. Procedure details: 44 g benzylpiperazine, 200 ml absolute THF, 39.4 g 1-chloro-3-bromopropane and 76 g triethylamine are heated for 8 hours under reflux. After separating the precipitate the tetrahydrofuran is concentrated by evaporation, the residue is dissolved in 500 ml ether, treated twice with carbon and subsequently the solvent is removed by distillation. After distillation in a high vacuum 1-benzyl-4-(3-chloropropyl)piperazine with a boiling point of 145°-148° C./0.3 mm Hg is obtained. 22.75 g of this disti... Starting materials: BrC=1SC=C(N1)C(=O)OC (methyl 2-bromothiazole-4-carboxylate), FC1=C(C(=CC(=C1)O)F)B(O)O (2,6-difluoro-4-hydroxyphenylboronic acid), [F-].[K+] (potassium fluoride). Reagents/catalysts: CC(C)([P](C(C)(C)C)([Pd][P](C(C)(C)C)(C(C)(C)C)C(C)(C)C)C(C)(C)C)C (bis(tri-tert-butylphosphine)palladium(0)). The solvent is O1CCCC1 (tetrahydrofuran), O (water). Run at temperature 120 celsius. The product is FC1=C(C(=CC(=C1)O)F)C=1SC=C(N1)C(=O)OC (methyl 2-(2,6-difluoro-4-hydroxyphenyl)thiazole-4-carboxylate). Isolated yield 41.1%. As a reaction SMILES: Br[C:2]1[S:3][CH:4]=[C:5]([C:7]([O:9][CH3:10])=[O:8])[N:6]=1.[F:11][C:12]1[CH:17]=[C:16]([OH:18])[CH:15]=[C:14]([F:19])[C:13]=1B(O)O.[F-].[K+]>O1CCCC1.O.CC(C)([P](C(C)(C)C)([Pd][P](C(C)(C)C)(C(C)(C)C)C(C)(C)C)C(C)(C)C)C>[F:11][C:12]1[CH:17]=[C:16]([OH:18])[CH:15]=[C:14]([F:19])[C:13]=1[C:2]1[S:3][CH:4]=[C:5]([C:7]([O:9][CH3:10])=[O:8])[N:6]=1 |f:2.3,^1:33,39|. Procedure details: To a suspension of methyl 2-bromothiazole-4-carboxylate (500 mg, 2.16 mmol), 2,6-difluoro-4-hydroxyphenylboronic acid (2 equiv., 767 mg) and potassium fluoride (3.3 equiv., 414 mg) in tetrahydrofuran (10 mL) and water (1 mL) was added bis(tri-tert-butylphosphine)palladium(0) (0.1 equiv., 110 mg) and the mixture was heated to 120° C. for 15 min in the microwave reactor. After in vacuo concentration, the reaction mixture was purified by CombiFlash (0 to 100% EtOAc in heptane) to provide 241 mg of ... Starting materials: CC(C)(C)ON=O, CS(=O)c1c(C=NO)nn(-c2c(Cl)cc(C(F)(F)F)cc2Cl)c1N, C1CCOC1. The product is CS(=O)c1cn(-c2c(Cl)cc(C(F)(F)F)cc2Cl)nc1C=NO. Reaction SMILES: [N:1]([O:2][C:3]([CH3:4])([CH3:5])[CH3:6])=[O:7].[NH2:8][c:9]1[c:10]([S:29](=[O:30])[CH3:31])[c:11]([CH:26]=[N:27][OH:28])[n:12][n:13]1-[c:14]1[c:15]([Cl:25])[cH:16][c:17]([C:21]([F:22])([F:23])[F:24])[cH:18][c:19]1[Cl:20].[O:32]1[CH2:33][CH2:34][CH2:35][CH2:36]1>>[cH:9]1[c:10]([S:29](=[O:30])[CH3:31])[c:11]([CH:26]=[N:27][OH:28])[n:12][n:13]1-[c:14]1[c:15]([Cl:25])[cH:16][c:17]([C:21]([F:22])([F:23])[F:24])[cH:18][c:19]1[Cl:20]. Yields the product NC1(CC=CC=C1)CP(O)O (1-aminophenylmethanephosphonous acid). Starting materials: C(C1=CC=CC=C1)(C1=CC=CC=C1)NC1(CP(O)O)CC=CC=C1 (1-benzhydrylaminobenzylphosphonous acid), C(C1=CC=CC=C1)(C1=CC=CC=C1)NC(C(C)C)P(O)O (1-benzhydrylamino-2-methylpropanephosphonous acid). Reaction SMILES: C([NH:14][C:15]1([CH:24]=[CH:23][CH:22]=[CH:21][CH2:20]1)[CH2:16][P:17]([OH:19])[OH:18])(C1C=CC=CC=1)C1C=CC=CC=1.C(NC(P(O)O)C(C)C)(C1C=CC=CC=1)C1C=CC=CC=1>>[NH2:14][C:15]1([CH2:16][P:17]([OH:19])[OH:18])[CH:20]=[CH:21][CH:22]=[CH:23][CH2:24]1. Reported procedure: The procedure described in Example 1C was repeated using DL-1-benzhydrylaminobenzylphosphonous acid as starting material instead of DL-1-benzhydrylamino-2-methylpropanephosphonous acid to give DL-1-aminophenylmethanephosphonous acid of melting point 239°-240° (dec.). Starting materials: COC(=O)CCc1ccc(OCc2cccc(Oc3cccc(C)c3)c2)cc1, CO, Cl, [Na+], C1CCOC1, [OH-], O. The product is Cc1cccc(Oc2cccc(COc3ccc(CCC(=O)O)cc3)c2)c1. Reaction SMILES: [CH3:1][c:2]1[cH:3][c:4]([O:5][c:6]2[cH:7][c:8]([CH2:9][O:10][c:11]3[cH:12][cH:13][c:14]([CH2:17][CH2:18][C:19](=[O:20])[O:21][CH3:22])[cH:15][cH:16]3)[cH:23][cH:24][cH:25]2)[cH:26][cH:27][cH:28]1.[CH3:33][OH:34].[ClH:32].[Na+:30].[O:35]1[CH2:36][CH2:37][CH2:38][CH2:39]1.[OH-:29].[OH2:31]>>[CH3:1][c:2]1[cH:3][c:4]([O:5][c:6]2[cH:7][c:8]([CH2:9][O:10][c:11]3[cH:12][cH:13][c:14]([CH2:17][CH2:18][C:19](=[O:20])[OH:21])[cH:15][cH:16]3)[cH:23][cH:24][cH:25]2)[cH:26][cH:27][cH:28]1.